This data is from the Open Reaction Database (ORD), a public repository of structured organic reaction records. The task is: describe an organic reaction: reactants, conditions, products, and yield The reactants are [OH-].[Na+] (NaOH), COC1=CC=C(C=C1)S(=O)(=O)N1C(C2=CC=CC=C2CC1)CC(=O)OC (methyl 2-(2-(4-methoxyphenylsulfonyl)-1,2,3,4-tetrahydroisoquinolin-1-yl)acetate). Yields the product COC1=CC=C(C=C1)S(=O)(=O)N1C(C2=CC=CC=C2CC1)CC(=O)O (2-(2-(4-Methoxyphenylsulfonyl)-1,2,3,4-tetrahydroisoquinolin-1-yl)acetic acid). Conditions: time 8 hour. Reaction SMILES: [OH-].[Na+].[CH3:3][O:4][C:5]1[CH:10]=[CH:9][C:8]([S:11]([N:14]2[CH2:23][CH2:22][C:21]3[C:16](=[CH:17][CH:18]=[CH:19][CH:20]=3)[CH:15]2[CH2:24][C:25]([O:27]C)=[O:26])(=[O:13])=[O:12])=[CH:7][CH:6]=1>C1COCC1.O>[CH3:3][O:4][C:5]1[CH:6]=[CH:7][C:8]([S:11]([N:14]2[CH2:23][CH2:22][C:21]3[C:16](=[CH:17][CH:18]=[CH:19][CH:20]=3)[CH:15]2[CH2:24][C:25]([OH:27])=[O:26])(=[O:13])=[O:12])=[CH:9][CH:10]=1 |f:0.1|. Procedure details: A 6 M aqueous NaOH solution was added to a mixture of methyl 2-(2-(4-methoxyphenylsulfonyl)-1,2,3,4-tetrahydroisoquinolin-1-yl)acetate (15.22 g, 40.54 mmol) in THF (200 ml) and water (120 ml), and stirring was carried out overnight at room temperature. The solvent was then removed under reduced pressure, and a 6 M aqueous HCl solution (125 ml) and DCM (400 ml) were added. The phases were separated and then the organic phase was washed with concentrated NaCl solution, dried over sodium sulfate an... Run in C1CCOC1 (THF), O (water). Starting materials: NC[Si](C)(C)C ((aminomethyl)trimethylsilane), ClC=1C=C(C=O)C=CC1 (3-chloro-benzaldehyde), O (Water). Solvent: ClCCl (dichloromethane). Reaction conditions: time 3 hour. Product: ClC=1C=C(C=CC1)\C=N\C[Si](C)(C)C ([1-(3-chloro-phenyl)-meth-(E)-ylidene]-trimethylsilanylmethyl-amine). Isolated yield 94.9%. Reaction SMILES: [NH2:1][CH2:2][Si:3]([CH3:6])([CH3:5])[CH3:4].[Cl:7][C:8]1[CH:9]=[C:10]([CH:13]=[CH:14][CH:15]=1)[CH:11]=O.O>ClCCl>[Cl:7][C:8]1[CH:9]=[C:10](/[CH:11]=[N:1]/[CH2:2][Si:3]([CH3:6])([CH3:5])[CH3:4])[CH:13]=[CH:14][CH:15]=1. Reported procedure: To a solution of (aminomethyl)trimethylsilane (Fluka) (1.6 g, 16 mmol) in dichloromethane (100 mL) was added 3-chloro-benzaldehyde (Aldrich) (1.9 g, 14 mmol). The reaction mixture was stirred at room temperature for 3 h. Water was added. The organic layer was separated, washed with brine, dried over MgSO4, and concentrated to give [1-(3-chloro-phenyl)-meth-(E)-ylidene]-trimethylsilanylmethyl-amine as a colorless oil (3 g, 95%). Reactants: Br, O=C([O-])O, CC1=NN(c2ccc3c(c2)CCC3)C(=O)C1, CCO, Cl, O=N[O-], Cc1cc(N)c(O)c(-c2ccc(C(=O)O)s2)c1, [Na+], [Na+]. Yields the product CC1=NN(c2ccc3c(c2)CCC3)C(=O)C1=NNc1cc(C)cc(-c2ccc(C(=O)O)s2)c1O. RXN SMILES: [BrH:1].[C:39](=[O:40])([OH:41])[O-:42].[CH2:23]1[CH2:24][CH2:25][c:26]2[cH:27][c:28]([N:32]3[N:33]=[C:34]([CH3:38])[CH2:35][C:36]3=[O:37])[cH:29][cH:30][c:31]21.[CH3:45][CH2:46][OH:47].[ClH:44].[N:19]([O-:20])=[O:21].[NH2:2][c:3]1[c:4]([OH:18])[c:5](-[c:10]2[cH:11][cH:12][c:13]([C:15](=[O:16])[OH:17])[s:14]2)[cH:6][c:7]([CH3:9])[cH:8]1.[Na+:22].[Na+:43]>>[NH:2]([c:3]1[c:4]([OH:18])[c:5](-[c:10]2[cH:11][cH:12][c:13]([C:15](=[O:16])[OH:17])[s:14]2)[cH:6][c:7]([CH3:9])[cH:8]1)[N:19]=[C:35]1[C:34]([CH3:38])=[N:33][N:32]([c:28]2[cH:27][c:26]3[c:31]([cH:30][cH:29]2)[CH2:23][CH2:24][CH2:25]3)[C:36]1=[O:37]. Starting materials: [BH4-], COC(=O)c1cc2cccc(CCNC(C)=O)c2o1, Cl, [Li+], C1CCOC1. Product: CC(=O)NCCc1cccc2cc(CO)oc12. RXN SMILES: [BH4-:20].[C:1]([CH3:2])(=[O:3])[NH:4][CH2:5][CH2:6][c:7]1[cH:8][cH:9][cH:10][c:11]2[cH:12][c:13]([C:16](=[O:17])[O:18][CH3:19])[o:14][c:15]12.[ClH:22].[Li+:21].[O:23]1[CH2:24][CH2:25][CH2:26][CH2:27]1>>[C:1]([CH3:2])(=[O:3])[NH:4][CH2:5][CH2:6][c:7]1[cH:8][cH:9][cH:10][c:11]2[cH:12][c:13]([CH2:16][OH:17])[o:14][c:15]12. The reactants are ClC=1C=2N(N=CC1C(=O)N)C=CC2 (4-chloropyrrolo[1,2-b]-pyridazine-3-carboxamide), NC1C(C(CC1)=O)(C)C (3-amino-2,2-dimethylcyclopentanone). Yields the product CC1(C(CCC1=O)NC=1C=2N(N=CC1C(=O)N)C=CC2)C ((+/−)-4-((2,2-dimethyl-3-oxocyclopentyl)amino)pyrrolo[1,2-b]pyridazine-3-carboxamide). The yield is 18.5%. RXN SMILES: Cl[C:2]1[C:3]2[N:4]([CH:11]=[CH:12][CH:13]=2)[N:5]=[CH:6][C:7]=1[C:8]([NH2:10])=[O:9].[NH2:14][CH:15]1[CH2:19][CH2:18][C:17](=[O:20])[C:16]1([CH3:22])[CH3:21]>>[CH3:21][C:16]1([CH3:22])[C:17](=[O:20])[CH2:18][CH2:19][CH:15]1[NH:14][C:2]1[C:3]2[N:4]([CH:11]=[CH:12][CH:13]=2)[N:5]=[CH:6][C:7]=1[C:8]([NH2:10])=[O:9]. Procedure details: According to the procedure described in Example 1, 4-chloropyrrolo[1,2-b]-pyridazine-3-carboxamide (100 mg, 0.511 mmol, from Preparation 3) was reacted crude 3-amino-2,2-dimethylcyclopentanone (195 mg, from Step 2). Purification with reverse phase HPLC (Sunfire S10 30×250 mm column), eluting with 30 to 100% solvent B (10% methanol-90% water-0.1% TFA) in solvent A (90% methanol-10% water-0.1% TFA), gave the title compound (27 mg, 18% yield). 1H NMR (400 MHz, methanol-d4) δ ppm 8.15 (1 H, s), 7.50... Starting materials: BrBr (bromine), C1(CCCC(N1)=O)=O (glutarimide), Br (hydrogen bromide). Run in C(Cl)(Cl)Cl (chloroform). Reaction conditions: temperature 110 celsius, time 90 minute. Yields the product BrC1C(NC(CC1)=O)=O (3-bromopiperidine-2,6-dione). RXN SMILES: [Br:1]Br.[C:3]1(=[O:10])[NH:8][C:7](=[O:9])[CH2:6][CH2:5][CH2:4]1.Br>C(Cl)(Cl)Cl>[Br:1][CH:4]1[CH2:5][CH2:6][C:7](=[O:9])[NH:8][C:3]1=[O:10]. Procedure details: 4.5 ml bromine were added to 10.2 g glutarimide suspended in 20 ml chloroform and the mixture was stirred in a closed vessel for 90 minutes at a bath temperature of 110° C. After cooling, the vessel was opened and stirring was continued until no more hydrogen bromide escaped. The reaction mixture was evaporated in vacuo, the residue dissolved in ethanol and evaporated again. 17.1 g (99% of theoretical) of the title compound remained in the form of practically white crystals, which melted at 76 t... The reactants are C(CCC)C=1N(C(=CN1)CC=CCCC(=O)O)CC1=C(C=CC=C1)Cl (6-[2-n-Butyl-1-{(2-chlorophenyl)methyl}-1H-imidazol-5-yl]-4-hexenoic acid), methyl ester, [H][H] (hydrogen), CO (methanol), CO (methanol), methyl ester, Cl (hydrochloric acid). The reagents and catalysts are [Pt]=O (platinum oxide). Product: C(CCC)C=1N(C(=CN1)CCCCCC(=O)OC)CC1=C(C=CC=C1)Cl (methyl 6-[2-n-butyl-1-{(2-chlorophenyl)methyl}-1H-imidazol-5-yl]hexanoate). RXN SMILES: [CH2:1]([C:5]1[N:6]([CH2:18][C:19]2[CH:24]=[CH:23][CH:22]=[CH:21][C:20]=2[Cl:25])[C:7]([CH2:10][CH:11]=[CH:12][CH2:13][CH2:14][C:15]([OH:17])=[O:16])=[CH:8][N:9]=1)[CH2:2][CH2:3][CH3:4].Cl.[H][H].[CH3:29]O>[Pt]=O>[CH2:1]([C:5]1[N:6]([CH2:18][C:19]2[CH:24]=[CH:23][CH:22]=[CH:21][C:20]=2[Cl:25])[C:7]([CH2:10][CH2:11][CH2:12][CH2:13][CH2:14][C:15]([O:17][CH3:29])=[O:16])=[CH:8][N:9]=1)[CH2:2][CH2:3][CH3:4]. Procedure: 6-[2-n-Butyl-1-{(2-chlorophenyl)methyl}-1H-imidazol-5-yl]-4-hexenoic acid was converted to the methyl ester with methanol and ethereal hydrochloric acid. This methyl ester (302 mg) in methanol was hydrogenated with platinum oxide (25 mg) at one atmosphere of hydrogen for 2 hours. The isolated crude reduced ester was chromatographed over silica gel with 3:1 ethyl acetate/hexane to provide 0.125 g of methyl 6-[2-n-butyl-1-{(2-chlorophenyl)methyl}-1H-imidazol-5-yl]hexanoate. Basic hydrolysis of thi...